From a dataset of the Open Reaction Database (ORD), a public repository of structured organic reaction records. describe an organic reaction: reactants, conditions, products, and yield The reactants are O=C([O-])[O-], CCOC1CN(C(=O)OC)CC1Nc1nc(CC)c(I)nc1CC, COCCOC, COc1cc2c(cc1B(O)O)CCC2, [Na+], [Na+], [Na+], O=C([O-])O, c1ccc(P(c2ccccc2)(c2ccccc2)[Pd](P(c2ccccc2)(c2ccccc2)c2ccccc2)(P(c2ccccc2)(c2ccccc2)c2ccccc2)P(c2ccccc2)(c2ccccc2)c2ccccc2)cc1. Reaction SMILES: [C:39](=[O:40])([O-:41])[O-:42].[CH2:1]([CH3:2])[c:3]1[c:4]([NH:12][CH:13]2[CH2:14][N:15]([C:21](=[O:22])[O:23][CH3:24])[CH2:16][CH:17]2[O:18][CH2:19][CH3:20])[n:5][c:6]([CH2:10][CH3:11])[c:7]([I:9])[n:8]1.[CH3:127][O:128][CH2:129][CH2:130][O:131][CH3:132].[CH3:25][O:26][c:27]1[c:28]([B:36]([OH:37])[OH:38])[cH:29][c:30]2[c:34]([cH:35]1)[CH2:33][CH2:32][CH2:31]2.[Na+:43].[Na+:44].[Na+:49].[O-:45][C:46]([OH:47])=[O:48].[cH:50]1[cH:51][cH:52][c:53]([P:54]([Pd:55]([P:56]([c:57]2[cH:58][cH:59][cH:60][cH:61][cH:62]2)([c:63]2[cH:64][cH:65][cH:66][cH:67][cH:68]2)[c:69]2[cH:70][cH:71][cH:72][cH:73][cH:74]2)([P:75]([c:76]2[cH:77][cH:78][cH:79][cH:80][cH:81]2)([c:82]2[cH:83][cH:84][cH:85][cH:86][cH:87]2)[c:88]2[cH:89][cH:90][cH:91][cH:92][cH:93]2)[P:94]([c:95]2[cH:96][cH:97][cH:98][cH:99][cH:100]2)([c:101]2[cH:102][cH:103][cH:104][cH:105][cH:106]2)[c:107]2[cH:108][cH:109][cH:110][cH:111][cH:112]2)([c:113]2[cH:114][cH:115][cH:116][cH:117][cH:118]2)[c:119]2[cH:120][cH:121][cH:122][cH:123][cH:124]2)[cH:125][cH:126]1>>[CH2:1]([CH3:2])[c:3]1[c:4]([NH:12][CH:13]2[CH2:14][N:15]([C:21](=[O:22])[O:23][CH3:24])[CH2:16][CH:17]2[O:18][CH2:19][CH3:20])[n:5][c:6]([CH2:10][CH3:11])[c:7](-[c:28]2[c:27]([O:26][CH3:25])[cH:35][c:34]3[c:30]([cH:29]2)[CH2:31][CH2:32][CH2:33]3)[n:8]1. Product: CCOC1CN(C(=O)OC)CC1Nc1nc(CC)c(-c2cc3c(cc2OC)CCC3)nc1CC.